Task: describe an organic reaction: reactants, conditions, products, and yield. Dataset: the Open Reaction Database (ORD), a public repository of structured organic reaction records The reactants are N[C@H](C(=O)OC)CC1=CC=C(C=C1)OCCCC (methyl (S)-2-amino-3-(4-butoxy-phenyl)-propionate), C(CCC)OC1=CC=C(C=C1)C[C@@H](C(=O)OC)NC(=O)[C@H]([C@](C(=O)O)(CCOC)O)\C=C\CCCCCCS(=O)(=O)CCCCCCC ((E)-(2S,3S)-3-[(S)-2-(4-butoxy-phenyl)-1-methoxycarbonyl-ethylcarbamoyl]-11-(heptane-1-sulfonyl)-2-hydroxy-2-(2-methoxy-ethyl)-undec-4-enoic acid), N[C@H](C(=O)OC)CC1=CC=C(C=C1)OCC#CC (methyl (S)-2-amino-3-(4-but-2-ynyloxy-phenyl)-propionate), C(CCC)OC1=CC=C(C=C1)C[C@@H](C(=O)OC)NC(=O)[C@H]([C@](C(=O)OC(C)(C)C)(CCOC)O)\C=C\CCCCCCS(=O)(=O)CCCCCCC (tert-butyl (E)-(2S,3S)-3-[(S)-2-(4-butoxy-phenyl)-1-methoxycarbonyl-ethylcarbamoyl]-11-(heptane-1-sulfonyl)-2-hydroxy-2-(2-methoxy-ethyl)-undec-4-enoate). Yields the product C(CCC)OC1=CC=C(C=C1)C[C@@H](C(=O)OC)NC(=O)[C@H]([C@](C(=O)OC(C)(C)C)(CCOC)O)\C=C\CCCCCCSCCCCCCC (tert-Butyl (E)-(2S,3S)-3-[(S)-2-(4-butoxy-phenyl)-1-methoxycarbonyl-ethylcarbamoyl]-11-heptylsulfanyl-2-hydroxy-2-(2-methoxy-ethyl)-undec-4-enoate). As a reaction SMILES: N[C@@H](CC1C=CC(OCCCC)=CC=1)C(OC)=O.N[C@@H](CC1C=CC(OCC#CC)=CC=1)C(OC)=O.[CH2:37]([O:41][C:42]1[CH:47]=[CH:46][C:45]([CH2:48][C@H:49]([NH:54][C:55]([C@@H:57](/[CH:71]=[CH:72]/[CH2:73][CH2:74][CH2:75][CH2:76][CH2:77][CH2:78][S:79]([CH2:82][CH2:83][CH2:84][CH2:85][CH2:86][CH2:87][CH3:88])(=O)=O)[C@@:58]([OH:70])([CH2:66][CH2:67][O:68][CH3:69])[C:59]([O:61][C:62]([CH3:65])([CH3:64])[CH3:63])=[O:60])=[O:56])[C:50]([O:52][CH3:53])=[O:51])=[CH:44][CH:43]=1)[CH2:38][CH2:39][CH3:40].C(OC1C=CC(C[C@H](NC([C@@H](/C=C/CCCCCCS(CCCCCCC)(=O)=O)[C@@](O)(CCOC)C(O)=O)=O)C(OC)=O)=CC=1)CCC>>[CH2:37]([O:41][C:42]1[CH:47]=[CH:46][C:45]([CH2:48][C@H:49]([NH:54][C:55]([C@@H:57](/[CH:71]=[CH:72]/[CH2:73][CH2:74][CH2:75][CH2:76][CH2:77][CH2:78][S:79][CH2:82][CH2:83][CH2:84][CH2:85][CH2:86][CH2:87][CH3:88])[C@@:58]([OH:70])([CH2:66][CH2:67][O:68][CH3:69])[C:59]([O:61][C:62]([CH3:65])([CH3:64])[CH3:63])=[O:60])=[O:56])[C:50]([O:52][CH3:53])=[O:51])=[CH:44][CH:43]=1)[CH2:38][CH2:39][CH3:40]. Procedure: tert-Butyl (E)-(2S,3S)-3-[(S)-2-(4-butoxy-phenyl)-1-methoxycarbonyl-ethylcarbamoyl]-11-heptylsulfanyl-2-hydroxy-2-(2-methoxy-ethyl)-undec-4-enoate (ESI (LC/MS positive mode) m/z 722 (M+H); Rt 3.13 min.) was synthesized by using methyl (S)-2-amino-3-(4-butoxy-phenyl)-propionate and conditions at 50° C., for 2.5 days instead of methyl (S)-2-amino-3-(4-but-2-ynyloxy-phenyl)-propionate and the conditions in Step C-6. Then, tert-butyl (E)-(2S,3S)-3-[(S)-2-(4-butoxy-phenyl)-1-methoxycarbonyl-ethylcarb... The reactants are CCCOc1ccc(C(=O)OC)cc1-c1ccc(C#N)c(=O)[nH]1, [Na+], [OH-]. Yields the product CCCOc1ccc(C(=O)O)cc1-c1ccc(C#N)c(=O)[nH]1. Reaction SMILES: [C:1](#[N:2])[c:3]1[c:4](=[O:23])[nH:5][c:6](-[c:9]2[cH:10][c:11]([C:12](=[O:13])[O:14][CH3:15])[cH:16][cH:17][c:18]2[O:19][CH2:20][CH2:21][CH3:22])[cH:7][cH:8]1.[Na+:25].[OH-:24]>>[C:1](#[N:2])[c:3]1[c:4](=[O:23])[nH:5][c:6](-[c:9]2[cH:10][c:11]([C:12](=[O:13])[OH:14])[cH:16][cH:17][c:18]2[O:19][CH2:20][CH2:21][CH3:22])[cH:7][cH:8]1. Reactants: CCOc1cc(N2CCN(C3CCN(CCF)CC3)CC2)ccc1[N+](=O)[O-], CO, CCOC(C)=O, [Pt]. Yields the product CCOc1cc(N2CCN(C3CCN(CCF)CC3)CC2)ccc1N. As a reaction SMILES: [CH2:1]([CH3:2])[O:3][c:4]1[cH:5][c:6]([N:13]2[CH2:14][CH2:15][N:16]([CH:19]3[CH2:20][CH2:21][N:22]([CH2:25][CH2:26][F:27])[CH2:23][CH2:24]3)[CH2:17][CH2:18]2)[cH:7][cH:8][c:9]1[N+:10]([O-:11])=[O:12].[CH3:28][OH:29].[CH3:30][CH2:31][O:32][C:33]([CH3:34])=[O:35].[Pt:36]>>[CH2:1]([CH3:2])[O:3][c:4]1[cH:5][c:6]([N:13]2[CH2:14][CH2:15][N:16]([CH:19]3[CH2:20][CH2:21][N:22]([CH2:25][CH2:26][F:27])[CH2:23][CH2:24]3)[CH2:17][CH2:18]2)[cH:7][cH:8][c:9]1[NH2:10].